This data is from the Open Reaction Database (ORD), a public repository of structured organic reaction records. The task is: describe an organic reaction: reactants, conditions, products, and yield Starting materials: [N+](=O)([O-])C1=CC=C(C=O)C=C1 (4-Nitrobenzaldehyde), C(=O)(OCC)C=C1C(P(CC1)C1=CC=CC=C1)(C1=CC=CC=C1)C1=CC=CC=C1 (carboethoxymethylenetriphenylphospholan). Run in C(Cl)Cl (methylene chloride). Run at temperature 0 celsius, time 1 hour. Product: [N+](=O)([O-])C1=CC=C(C=C1)C=CC(=O)OCC (ethyl 3-(4-nitrophenyl)acrylate). Yield: 89.8%. RXN SMILES: [N+:1]([C:4]1[CH:11]=[CH:10][C:7]([CH:8]=O)=[CH:6][CH:5]=1)([O-:3])=[O:2].[C:12]([CH:17]=C1CCP(C2C=CC=CC=2)C1(C1C=CC=CC=1)C1C=CC=CC=1)([O:14][CH2:15][CH3:16])=[O:13]>C(Cl)Cl>[N+:1]([C:4]1[CH:11]=[CH:10][C:7]([CH:8]=[CH:17][C:12]([O:14][CH2:15][CH3:16])=[O:13])=[CH:6][CH:5]=1)([O-:3])=[O:2]. Reported procedure: 4-Nitrobenzaldehyde (1 g) was dissolved in methylene chloride (20 ml), and the reaction system was cooled to 0° C. The solution was added with carboethoxymethylenetriphenylphospholan (2.56 g) and stirred at 0° C. for 1 hour. The reaction system was concentrated-under reduced pressure without any treatment, and the residue was purified by silica gel column chromatography (50 g, hexane:ethyl acetate 4:1) to obtain ethyl 3-(4-nitrophenyl)acrylate(1.27 g, 86%). Starting materials: CC1(C)C(C(=O)c2cn(CC3CCOCC3)c3cc(Br)ccc23)C1(C)C, O=C([O-])[O-], CCCc1cccc(CCC)c1-n1cc[n+](-c2c(CCC)cccc2CCC)c1, COc1ccccc1B(O)O, Cc1ccccc1, [Cl-], [Na+], [Na+], O=C(C=Cc1ccccc1)C=Cc1ccccc1, O=C(C=Cc1ccccc1)C=Cc1ccccc1, O=C(C=Cc1ccccc1)C=Cc1ccccc1, [Pd], [Pd]. Yields the product COc1ccccc1-c1ccc2c(C(=O)C3C(C)(C)C3(C)C)cn(CC3CCOCC3)c2c1. RXN SMILES: [Br:1][c:2]1[cH:3][cH:4][c:5]2[c:6]([C:18](=[O:19])[CH:20]3[C:21]([CH3:25])([CH3:26])[C:22]3([CH3:23])[CH3:24])[cH:7][n:8]([CH2:11][CH:12]3[CH2:13][CH2:14][O:15][CH2:16][CH2:17]3)[c:9]2[cH:10]1.[C:68](=[O:69])([O-:70])[O-:71].[CH2:39]([c:40]1[cH:41][cH:42][cH:43][c:44]([CH2:45][CH2:46][CH3:47])[c:48]1-[n+:49]1[cH:50][cH:51][n:52](-[c:53]2[c:54]([CH2:55][CH2:56][CH3:57])[cH:58][cH:59][cH:60][c:61]2[CH2:62][CH2:63][CH3:64])[cH:65]1)[CH2:66][CH3:67].[CH3:27][O:28][c:29]1[c:30]([B:35]([OH:36])[OH:37])[cH:31][cH:32][cH:33][cH:34]1.[CH3:74][c:75]1[cH:76][cH:77][cH:78][cH:79][cH:80]1.[Cl-:38].[Na+:72].[Na+:73].[O:101]=[C:102]([CH:103]=[CH:104][c:105]1[cH:106][cH:107][cH:108][cH:109][cH:110]1)[CH:111]=[CH:112][c:113]1[cH:114][cH:115][cH:116][cH:117][cH:118]1.[O:119]=[C:120]([CH:121]=[CH:122][c:123]1[cH:124][cH:125][cH:126][cH:127][cH:128]1)[CH:129]=[CH:130][c:131]1[cH:132][cH:133][cH:134][cH:135][cH:136]1.[O:83]=[C:84]([CH:85]=[CH:86][c:87]1[cH:88][cH:89][cH:90][cH:91][cH:92]1)[CH:93]=[CH:94][c:95]1[cH:96][cH:97][cH:98][cH:99][cH:100]1.[Pd:81].[Pd:82]>>[c:2]1(-[c:30]2[c:29]([O:28][CH3:27])[cH:34][cH:33][cH:32][cH:31]2)[cH:3][cH:4][c:5]2[c:6]([C:18](=[O:19])[CH:20]3[C:21]([CH3:25])([CH3:26])[C:22]3([CH3:23])[CH3:24])[cH:7][n:8]([CH2:11][CH:12]3[CH2:13][CH2:14][O:15][CH2:16][CH2:17]3)[c:9]2[cH:10]1. The product is C(C)OC(=O)C1(CC1)C1=CC(N(C1)[C@@H](C)C1=CC=CC=C1)=O (4-(1-Ethoxycarbonylcyclopropyl)-1-[(S)-1-phenylethyl]-3-pyrrolin-2-one). Reactants: C([O-])(O)=O.[Na+] (sodium bicarbonate), C(C)OC(=O)C1(CC1)/C(=C/C(=O)OCC)/C ((E)-ethyl 3-(1-ethoxycarbonylcyclopropyl)-2-butenoate), BrN1C(CCC1=O)=O (N-bromosuccinimide), N(=NC(C#N)(C)C)C(C#N)(C)C (azobisisobutyronitrile), (S)-phenylethylamine. Reaction SMILES: [CH2:1]([O:3][C:4]([C:6]1(/[C:9](/[CH3:16])=[CH:10]/[C:11]([O:13]CC)=O)[CH2:8][CH2:7]1)=[O:5])[CH3:2].Br[N:18]1[C:22](=O)[CH2:21][CH2:20][C:19]1=O.N(C(C)(C)C#N)=N[C:27](C)([CH3:30])[C:28]#N.[C:37](=O)(O)[O-].[Na+]>C(Cl)(Cl)(Cl)Cl>[CH2:1]([O:3][C:4]([C:6]1([C:9]2[CH2:16][N:18]([C@H:22]([C:21]3[CH:30]=[CH:27][CH:28]=[CH:19][CH:20]=3)[CH3:37])[C:11](=[O:13])[CH:10]=2)[CH2:7][CH2:8]1)=[O:5])[CH3:2] |f:3.4|. Procedure: A 25.37 g (0.11 mol) portion of (E)-ethyl 3-(1-ethoxycarbonylcyclopropyl)-2-butenoate was dissolved in 300 ml of carbon tetrachloride to which were subsequently added 23.9 g (0.13 mol) of N-bromosuccinimide and a catalytically effective amount of azobisisobutyronitrile, followed by 5 hours of reflux under sunlight. After completion of the reaction, the reaction solution was filtered and the resulting filtrate was concentrated. The thus obtained residue was dissolved in 250 ml of ethanol and mixe... Run in C(Cl)(Cl)(Cl)Cl (carbon tetrachloride). Yield: 39.0%. Run at time 30 minute. Reactants: C(CCC)[Li] (n-butyl lithium), BrC1=C(SC(=C1)[Si](C)(C)C)C=1SC(=CC1Br)[Si](C)(C)C (3,3′-dibromo-5,5′-bis(trimethylsilyl)-2,2′-bithiophene), O (water), CC(CC[Si](Cl)(Cl)CCC(CCCC(C)C)C)CCCC(C)C (bis(3,7-dimethyloctyl)dichlorosilane). Yield: 56.0%. The product is CC(CC[Si]1(C2=C(C3=C1C=CS3)SC=C2)CCC(CCCC(C)C)C)CCCC(C)C (4,4-bis(3,7-dimethyloctyl)-dithieno[3,2-b:2′,3′-d]silole). Reported procedure: 3,3′-dibromo-5,5′-bis(trimethylsilyl)-2,2′-bithiophene (Compound G4, synthesized in accordance with WO 2010/136353, 11.6 g, 24.7 mmol) was placed in a 500 mL four-necked flask in a nitrogen atmosphere, and dissolved in tetrahydrofuran (200 mL). This was cooled to −78° C., and a solution of n-butyl lithium in hexane (KANTO CHEMICAL CO., INC., 1.59 M, 32.7 mL) was added dropwise. After about 20 minutes of agitation, the bis(3,7-dimethyloctyl)dichlorosilane (Compound G21, 11.3 g) synthesized in Syn... Reaction conditions: temperature -78 celsius, time 20 minute. As a reaction SMILES: Br[C:2]1[CH:6]=[C:5]([Si](C)(C)C)[S:4][C:3]=1[C:11]1[S:12][C:13]([Si](C)(C)C)=[CH:14][C:15]=1Br.C([Li])CCC.[CH3:26][CH:27]([CH2:43][CH2:44][CH2:45][CH:46]([CH3:48])[CH3:47])[CH2:28][CH2:29][Si:30]([CH2:33][CH2:34][CH:35]([CH3:42])[CH2:36][CH2:37][CH2:38][CH:39]([CH3:41])[CH3:40])(Cl)Cl.O>O1CCCC1.CCCCCC>[CH3:26][CH:27]([CH2:43][CH2:44][CH2:45][CH:46]([CH3:48])[CH3:47])[CH2:28][CH2:29][Si:30]1([CH2:33][CH2:34][CH:35]([CH3:42])[CH2:36][CH2:37][CH2:38][CH:39]([CH3:40])[CH3:41])[C:2]2[CH:6]=[CH:5][S:4][C:3]=2[C:11]2[S:12][CH:13]=[CH:14][C:15]1=2. The solvent is CCCCCC (hexane), O1CCCC1 (tetrahydrofuran). Reactants: FC=1C=C(CN2N=C(C(=C2C)B2OC(C(O2)(C)C)(C)C)C)C=C(C1)F (1-(3,5-difluorobenzyl)-3,5-dimethyl-4-(4,4,5,5-tetramethyl-1,3,2-dioxaborolan-2-yl)-1H-pyrazole), FC1=C(CN2N=CC(=C2)C2=CNC3=NC=C(C=C32)C=3C=C(C=CC3)NS(=O)(=O)C)C=CC=C1 (N-(3-(3-(1-(2-fluorobenzyl)-1H-pyrazol-4-yl)-1H-pyrrolo[2,3-b]pyridin-5-yl)phenyl) methanesulfonamide), FC=1C=C(CN2N=C(C(=C2C)B2OC(C(O2)(C)C)(C)C)C)C=C(C1)F (1-(3,5-difluorobenzyl)-3,5-dimethyl-4-(4,4,5,5-tetramethyl-1,3,2-dioxaborolan-2-yl)-1H-pyrazole), IC1=CN(C2=NC=C(C=C21)C=2C=CC(=C(C2)S(=O)(=O)NC)OC)S(=O)(=O)C2=CC=C(C)C=C2 (5-(3-iodo-1-tosyl-1H-pyrrolo[2,3-b]pyridin-5-yl)-2-methoxy-N-methylbenzenesulfonamide), IC1=CN(C2=NC=C(C=C21)C=2C=CC(=C(C2)S(=O)(=O)NC)OC)S(=O)(=O)C2=CC=C(C)C=C2 (5-(3-iodo-1-tosyl-1H-pyrrolo[2,3-b]pyridin-5-yl)-2-methoxy-N-methylbenzenesulfonamide), C([O-])([O-])=O.[Na+].[Na+] (sodium carbonate). Run in C1(=CC=CC=C1)C.C(C)O.O (Toluene ethanol water). The product is FC=1C=C(CN2N=C(C(=C2C)C2=CN(C3=NC=C(C=C32)C=3C=CC(=C(C3)S(=O)(=O)NC)OC)S(=O)(=O)C3=CC=C(C)C=C3)C)C=C(C1)F (5-(3-(1-(3,5-difluorobenzyl)-3,5-dimethyl-1H-pyrazol-4-yl)-1-tosyl-1H-pyrrolo[2,3-b]pyridin-5-yl)-2-methoxy-N-methylbenzenesulfonamide). The yield is 77.7%. Reaction SMILES: FC1C=CC=CC=1CN1C=C(C2C3C(=NC=C(C4C=C(NS(C)(=O)=O)C=CC=4)C=3)NC=2)C=N1.I[C:35]1[C:43]2[C:38](=[N:39][CH:40]=[C:41]([C:44]3[CH:45]=[CH:46][C:47]([O:55][CH3:56])=[C:48]([S:50]([NH:53][CH3:54])(=[O:52])=[O:51])[CH:49]=3)[CH:42]=2)[N:37]([S:57]([C:60]2[CH:66]=[CH:65][C:63]([CH3:64])=[CH:62][CH:61]=2)(=[O:59])=[O:58])[CH:36]=1.[F:67][C:68]1[CH:69]=[C:70]([CH:88]=[C:89]([F:91])[CH:90]=1)[CH2:71][N:72]1[C:76]([CH3:77])=[C:75](B2OC(C)(C)C(C)(C)O2)[C:74]([CH3:87])=[N:73]1.C(=O)([O-])[O-].[Na+].[Na+]>C1(C)C=CC=CC=1.C(O)C.O>[F:67][C:68]1[CH:69]=[C:70]([CH:88]=[C:89]([F:91])[CH:90]=1)[CH2:71][N:72]1[C:76]([CH3:77])=[C:75]([C:35]2[C:43]3[C:38](=[N:39][CH:40]=[C:41]([C:44]4[CH:45]=[CH:46][C:47]([O:55][CH3:56])=[C:48]([S:50]([NH:53][CH3:54])(=[O:52])=[O:51])[CH:49]=4)[CH:42]=3)[N:37]([S:57]([C:60]3[CH:66]=[CH:65][C:63]([CH3:64])=[CH:62][CH:61]=3)(=[O:59])=[O:58])[CH:36]=2)[C:74]([CH3:87])=[N:73]1 |f:3.4.5,6.7.8|. Reported procedure: Using similar reaction conditions as described in step-ii of example 1, 5-(3-iodo-1-tosyl-1H-pyrrolo[2,3-b]pyridin-5-yl)-2-methoxy-N-methylbenzenesulfonamide (intermediate 22) (200 mg, 0.335 mmol) was coupled with 1-(3,5-difluorobenzyl)-3,5-dimethyl-4-(4,4,5,5-tetramethyl-1,3,2-dioxaborolan-2-yl)-1H-pyrazole (intermediate 24) (146 mg, 0.418 mmol) in sodium carbonate (100 mg, 1.0 mmol) Pd(PPh3)2Cl2 (11.7 mg, 0.011 mmol), Toluene/ethanol/water (20/10/2 ml) to afford 180 mg (77.9% yield) of the tit... Reactants: ClC1=C(OCC(=O)Cl)C=CC(=C1)Cl (2,4-Dichlorophenoxyacetyl chloride), ClC1=C(OC=2C=CC(=C(C(=O)OCCO)C2)[N+](=O)[O-])C=CC(=C1)C(F)(F)F (2-hydroxyethyl 5-(2-chloro-4-trifluoromethylphenoxy)-2-nitrobenzoate), N1=CC=CC=C1 (pyridine). The solvent is C(Cl)Cl (CH2Cl2). Run at temperature 60 celsius. The product is ClC1=C(OC=2C=CC(=C(C(=O)OCCOC(COC3=C(C=C(C=C3)Cl)Cl)=O)C2)[N+](=O)[O-])C=CC(=C1)C(F)(F)F (2-(2,4-dichlorophenoxyacetoxy)ethyl 5-(2-chloro-4-trifluoromethylphenoxy)-2-nitrobenzoate). The yield is 1.5%. Reaction SMILES: [Cl:1][C:2]1[CH:12]=[C:11]([Cl:13])[CH:10]=[CH:9][C:3]=1[O:4][CH2:5][C:6](Cl)=[O:7].[Cl:14][C:15]1[CH:36]=[C:35]([C:37]([F:40])([F:39])[F:38])[CH:34]=[CH:33][C:16]=1[O:17][C:18]1[CH:19]=[CH:20][C:21]([N+:30]([O-:32])=[O:31])=[C:22]([CH:29]=1)[C:23]([O:25][CH2:26][CH2:27][OH:28])=[O:24].N1C=CC=CC=1>C(Cl)Cl>[Cl:14][C:15]1[CH:36]=[C:35]([C:37]([F:39])([F:38])[F:40])[CH:34]=[CH:33][C:16]=1[O:17][C:18]1[CH:19]=[CH:20][C:21]([N+:30]([O-:32])=[O:31])=[C:22]([CH:29]=1)[C:23]([O:25][CH2:26][CH2:27][O:28][C:6](=[O:7])[CH2:5][O:4][C:3]1[CH:9]=[CH:10][C:11]([Cl:13])=[CH:12][C:2]=1[Cl:1])=[O:24]. Reported procedure: 2,4-Dichlorophenoxyacetyl chloride (5.3 g, 0.25 mole), was added portionwise to a solution of 2-hydroxyethyl 5-(2-chloro-4-trifluoromethylphenoxy)-2-nitrobenzoate (10 g, 0.25 mole) and pyridine (70 ml). The resulting mixture was heated to 60° C. for 1 hr., cooled and taken into 500 ml CH2Cl2. The methylene chloride solution was washed two times with water, dried and concentrated to 12.5 g of gummy material. The crude gum was chromatographed through silica gel (3:10, ethyl acetate:hexane) to give...